Dataset: the Open Reaction Database (ORD), a public repository of structured organic reaction records. Task: describe an organic reaction: reactants, conditions, products, and yield Reactants: BrCC1CO1, CC(C)N, O=C(c1cccc(Cl)c1)c1c(-c2ccc(O)cc2)oc2ccccc12, O=C(c1cccc(Cl)c1)c1c(-c2ccc(OCC3CO3)cc2)oc2ccccc12. Product: CC(C)NCC(O)COc1ccc(-c2oc3ccccc3c2C(=O)c2cccc(Cl)c2)cc1. Reaction SMILES: [Br:26][CH2:27][CH:28]1[O:29][CH2:30]1.[CH3:60][CH:61]([CH3:62])[NH2:63].[Cl:1][c:2]1[cH:3][c:4]([C:8]([c:9]2[c:10]3[cH:11][cH:12][cH:13][cH:14][c:15]3[o:16][c:17]2-[c:18]2[cH:19][cH:20][c:21]([OH:22])[cH:23][cH:24]2)=[O:25])[cH:5][cH:6][cH:7]1.[Cl:31][c:32]1[cH:33][c:34]([C:35](=[O:36])[c:37]2[c:38](-[c:46]3[cH:47][cH:48][c:49]([O:52][CH2:53][CH:54]4[CH2:55][O:56]4)[cH:50][cH:51]3)[o:39][c:40]3[c:41]2[cH:42][cH:43][cH:44][cH:45]3)[cH:57][cH:58][cH:59]1>>[Cl:31][c:32]1[cH:33][c:34]([C:35](=[O:36])[c:37]2[c:38](-[c:46]3[cH:47][cH:48][c:49]([O:52][CH2:53][CH:54]([CH2:55][NH:63][CH:61]([CH3:60])[CH3:62])[OH:56])[cH:50][cH:51]3)[o:39][c:40]3[c:41]2[cH:42][cH:43][cH:44][cH:45]3)[cH:57][cH:58][cH:59]1. Reactants: [Br-], CI, CCCC[N+](CCCC)(CCCC)CCCC, CCOC(C)=O, [Cl-], Nc1nc(N)c2c(cc(I)c3[nH]ccc32)n1, [Na+], [Na+], C1CCOC1, [OH-], O. The product is Cn1ccc2c3c(N)nc(N)nc3cc(I)c21. RXN SMILES: [Br-:28].[CH3:19][I:20].[CH3:29][CH2:30][CH2:31][CH2:32][N+:33]([CH2:34][CH2:35][CH2:36][CH3:37])([CH2:38][CH2:39][CH2:40][CH3:41])[CH2:42][CH2:43][CH2:44][CH3:45].[CH3:47][CH2:48][O:49][C:50](=[O:51])[CH3:52].[Cl-:22].[I:1][c:2]1[c:3]2[c:4]([c:5]3[c:6]([NH2:13])[n:7][c:8]([NH2:12])[n:9][c:10]3[cH:11]1)[cH:14][cH:15][nH:16]2.[Na+:18].[Na+:21].[O:23]1[CH2:24][CH2:25][CH2:26][CH2:27]1.[OH-:17].[OH2:46]>>[I:1][c:2]1[c:3]2[c:4]([c:5]3[c:6]([NH2:13])[n:7][c:8]([NH2:12])[n:9][c:10]3[cH:11]1)[cH:14][cH:15][n:16]2[CH3:19]. Starting materials: FC=1C=C(C=CC1F)[C@@H]1NC(O[C@H]1CO)=O ((4S,5R) 4-(3,4-difluorophenyl)-5-hydroxymethyl-oxazolidin-2-one), O1CCCC=C1 (2,3-dihydropyran), C12(C(=O)CC(CC1)C2(C)C)CS(=O)(=O)O (10-camphorsulfonic acid). The solvent is ClCCl (dichloromethane), ClCCl (dichloromethane). Run at time 3 hour. The product is FC=1C=C(C=CC1F)[C@@H]1NC(O[C@H]1COC1OCCCC1)=O ((4S,5R)-4-(3,4-difluorophenyl)-5-(tetrahydropyran-2-yloxymethyl)-oxazolidin-2-one). RXN SMILES: [F:1][C:2]1[CH:3]=[C:4]([C@H:9]2[C@H:13]([CH2:14][OH:15])[O:12][C:11](=[O:16])[NH:10]2)[CH:5]=[CH:6][C:7]=1[F:8].[O:17]1[CH:22]=[CH:21][CH2:20][CH2:19][CH2:18]1.C12(CS(O)(=O)=O)C(C)(C)C(CC1)CC2=O>ClCCl>[F:1][C:2]1[CH:3]=[C:4]([C@H:9]2[C@H:13]([CH2:14][O:15][CH:18]3[CH2:19][CH2:20][CH2:21][CH2:22][O:17]3)[O:12][C:11](=[O:16])[NH:10]2)[CH:5]=[CH:6][C:7]=1[F:8]. Reported procedure: To a solution of (4S,5R) 4-(3,4-difluorophenyl)-5-hydroxymethyl-oxazolidin-2-one (695 mg, 3.0 mmol) in dry dichloromethane (30 mL) was added 2,3-dihydropyran (0.3 mL, 3.6 mmol) and 10-camphorsulfonic acid (70 mg, 0.3 mmol). The reaction mixture was stirred at ambient temperature for 3 h. The reaction mixture was diluted with dichloromethane (100 mL), washed with saturated sodium bicarbonate solution (2×100 ml), brine (1×100 ml), dried over magnesium sulfate and filtered. The volatiles were remov... The reactants are CN(C)C=O, CN(CCc1ccccc1)C1CCN(C(=O)c2cccc(NC(=O)CCCCCl)c2)CC1, [H-], [Na+], O. The product is CN(CCc1ccccc1)C1CCN(C(=O)c2cccc(N3CCCCC3=O)c2)CC1, Cl. As a reaction SMILES: [CH3:36][N:37]([CH3:38])[CH:39]=[O:40].[CH3:3][N:4]([CH2:5][CH2:6][c:7]1[cH:8][cH:9][cH:10][cH:11][cH:12]1)[CH:13]1[CH2:14][CH2:15][N:16]([C:19]([c:20]2[cH:21][c:22]([NH:26][C:27]([CH2:28][CH2:29][CH2:30][CH2:31][Cl:32])=[O:33])[cH:23][cH:24][cH:25]2)=[O:34])[CH2:17][CH2:18]1.[H-:1].[Na+:2].[OH2:35]>>[CH3:3][N:4]([CH2:5][CH2:6][c:7]1[cH:8][cH:9][cH:10][cH:11][cH:12]1)[CH:13]1[CH2:14][CH2:15][N:16]([C:19]([c:20]2[cH:21][c:22]([N:26]3[C:27](=[O:33])[CH2:28][CH2:29][CH2:30][CH2:31]3)[cH:23][cH:24][cH:25]2)=[O:34])[CH2:17][CH2:18]1.[ClH:32]. Reactants: FC(CN=C(NC1=NC(=NS1)CSCCNC(SC)=NC#N)N)(F)F (5-[2-(2,2,2-trifluoroethyl)guanidino]-3-[2-(3-cyano-2-methylisothioureido)ethylthiomethyl]-1,2,4-thiadiazole), CN (methylamine). Solvent: C(C)O (ethanol). Reaction conditions: time 18 hour. Yields the product FC(CN=C(NC1=NC(=NS1)CSCCNC(=NC#N)NC)N)(F)F (5-[2-(2,2,2-trifluoroethyl)guanidino]-3-[2-(2-cyano-3-methylguanidino)ethylthiomethyl]-1,2,4-thiadiazole). As a reaction SMILES: [F:1][C:2]([F:25])([F:24])[CH2:3][N:4]=[C:5]([NH2:23])[NH:6][C:7]1[S:11][N:10]=[C:9]([CH2:12][S:13][CH2:14][CH2:15][NH:16][C:17](=[N:20][C:21]#[N:22])SC)[N:8]=1.[CH3:26][NH2:27]>C(O)C>[F:25][C:2]([F:1])([F:24])[CH2:3][N:4]=[C:5]([NH2:23])[NH:6][C:7]1[S:11][N:10]=[C:9]([CH2:12][S:13][CH2:14][CH2:15][NH:16][C:17]([NH:27][CH3:26])=[N:20][C:21]#[N:22])[N:8]=1. Reported procedure: A solution of 5-[2-(2,2,2-trifluoroethyl)guanidino]-3-[2-(3-cyano-2-methylisothioureido)ethylthiomethyl]-1,2,4-thiadiazole in 33% w/v methylamine in ethanol (4 ml.) was kept at 20° for 18 hours. Volatile material was evaporated in vacuo and the crude material was fractionated on a silica column (26 cm.×1 cm. diameter) eluted with a methanol/ethyl acetate 1:50 v/v to give 5-[2-(2,2,2-trifluoroethyl)guanidino]-3-[2-(2-cyano-3-methylguanidino)ethylthiomethyl]-1,2,4-thiadiazole. The n.m.r. spectrum ... The reactants are N[C@@H](CC1=C(C#N)C=CC(=C1)Br)C ((R)-2-(2-amino-propyl)-4-bromo-benzonitrile), [OH-].[Na+] (sodium hydroxide), Cl (hydrochloric acid). Reaction conditions: temperature 80 celsius, time 16 hour. Product: BrC=1C=C2C[C@H](NC(C2=CC1)=O)C ((R)-6-Bromo-3-methyl-3,4-dihydro-2H-isoquinolin-1-one). As a reaction SMILES: N[C@H:2]([CH3:13])[CH2:3][C:4]1[CH:11]=[C:10]([Br:12])[CH:9]=[CH:8][C:5]=1[C:6]#[N:7].Cl.[OH-:15].[Na+]>>[Br:12][C:10]1[CH:11]=[C:4]2[C:5](=[CH:8][CH:9]=1)[C:6](=[O:15])[NH:7][C@H:2]([CH3:13])[CH2:3]2 |f:2.3|. Procedure: 480 mg (1.7 mmol) (R)-2-(2-amino-propyl)-4-bromo-benzonitrile (as hydrochloride salt) are dissolved in 5 ml 10 N sodium hydroxide solution and stirred for 16 hours at 80° C. Then the reaction mixture is acidified with hydrochloric acid and extracted three times with ethyl acetate. The combined organic phases are dried on sodium sulphate, filtered and evaporated down i. vac. The residue is purified by RP-HPLC. Reactants: OCC=1N=CSC1SCCS(=O)(=O)C1=CC=CC=C1 (4-hydroxymethyl-5-(2-phenylsulfonylethyl)thio-1,3-thiazole), S(=O)(Cl)Cl (Thionyl chloride). Solvent: CN(C=O)C (N,N-dimethylformamide), CN(C=O)C (N,N-dimethylformamide). Conditions: time 30 minute. Product: ClCC=1N=CSC1SCCS(=O)(=O)C1=CC=CC=C1 (4-Chloromethyl-5-(2-phenylsulfonylethyl)thio-1,3-thiazole). RXN SMILES: S(Cl)([Cl:3])=O.O[CH2:6][C:7]1[N:8]=[CH:9][S:10][C:11]=1[S:12][CH2:13][CH2:14][S:15]([C:18]1[CH:23]=[CH:22][CH:21]=[CH:20][CH:19]=1)(=[O:17])=[O:16]>CN(C)C=O>[Cl:3][CH2:6][C:7]1[N:8]=[CH:9][S:10][C:11]=1[S:12][CH2:13][CH2:14][S:15]([C:18]1[CH:23]=[CH:22][CH:21]=[CH:20][CH:19]=1)(=[O:17])=[O:16]. Procedure: Thionyl chloride (1.5 mL) was mixed with N,N-dimethylformamide (15 mL) and stirred at room temperature for 30 min. The resulting solution was then transferred via syringe to a solution of 4-hydroxymethyl-5-(2-phenylsulfonylethyl)thio-1,3-thiazole (1.69 g, 5.36 mmol) in N,N-dimethylformamide (5 mL). After 2 h, the mixture was partitioned between ethyl acetate and water. The organic solution was washed with 5% aqueous sodium bicarbonate, dried over sodium sulfate, and concentrated to dryness, affo... Reactants: OC1=C(C=CC(=C1)OC)C(C(=O)O)OC ((RS)-(2-Hydroxy-4-methoxy-phenyl)-methoxy-acetic acid), NCC1=CC=C(C#N)C=C1 (4-aminomethyl benzonitrile). Product: C(#N)C1=CC=C(CNC(C(OC)C2=C(C=C(C=C2)OC)O)=O)C=C1 ((RS)-N-(4-cyano-benzyl)-2-(2-hydroxy-4-methoxy-phenyl)-2-methoxy-acetamide). RXN SMILES: [OH:1][C:2]1[CH:7]=[C:6]([O:8][CH3:9])[CH:5]=[CH:4][C:3]=1[CH:10]([O:14][CH3:15])[C:11]([OH:13])=O.[NH2:16][CH2:17][C:18]1[CH:25]=[CH:24][C:21]([C:22]#[N:23])=[CH:20][CH:19]=1>>[C:17]([C:18]1[CH:25]=[CH:24][C:21]([CH2:22][NH:23][C:11](=[O:13])[CH:10]([C:3]2[CH:4]=[CH:5][C:6]([O:8][CH3:9])=[CH:7][C:2]=2[OH:1])[O:14][CH3:15])=[CH:20][CH:19]=1)#[N:16]. Procedure details: (RS)-(2-Hydroxy-4-methoxy-phenyl)-methoxy-acetic acid was coupled with 4-aminomethyl benzonitrile according to general procedure B to give (RS)-N-(4-cyano-benzyl)-2-(2-hydroxy-4-methoxy-phenyl)-2-methoxy-acetamide. Orange amorphous solid. MS 327.3 ([M+H]+)